From a dataset of the Open Reaction Database (ORD), a public repository of structured organic reaction records. describe an organic reaction: reactants, conditions, products, and yield Starting materials: O=C([O-])[O-], COc1ccc(Nc2ccc(C=Cc3ccccc3)cc2)cc1, [Cu], Ic1ccc2ccc3cccc4ccc1c2c34, [K+], [K+], O=[N+]([O-])c1ccccc1. The product is COc1ccc(N(c2ccc(C=Cc3ccccc3)cc2)c2ccc3ccc4cccc5ccc2c3c45)cc1. RXN SMILES: [C:41](=[O:42])([O-:43])[O-:44].[CH3:1][O:2][c:3]1[cH:4][cH:5][c:6]([NH:9][c:10]2[cH:11][cH:12][c:13]([CH:16]=[CH:17][c:18]3[cH:19][cH:20][cH:21][cH:22][cH:23]3)[cH:14][cH:15]2)[cH:7][cH:8]1.[Cu:47].[I:24][c:25]1[cH:26][cH:27][c:28]2[cH:29][cH:30][c:31]3[cH:32][cH:33][cH:34][c:35]4[cH:36][cH:37][c:38]1[c:39]2[c:40]34.[K+:45].[K+:46].[O-:48][N+:49]([c:50]1[cH:51][cH:52][cH:53][cH:54][cH:55]1)=[O:56]>>[CH3:1][O:2][c:3]1[cH:4][cH:5][c:6]([N:9]([c:10]2[cH:11][cH:12][c:13]([CH:16]=[CH:17][c:18]3[cH:19][cH:20][cH:21][cH:22][cH:23]3)[cH:14][cH:15]2)[c:25]2[cH:26][cH:27][c:28]3[cH:29][cH:30][c:31]4[cH:32][cH:33][cH:34][c:35]5[cH:36][cH:37][c:38]2[c:39]3[c:40]45)[cH:7][cH:8]1. The reactants are Cl (hydrochloric acid), C1(CC1)S(=O)(=O)C1=CC=C(C=C1)C(C(=O)OCC)=O (ethyl [4-(cyclopropylsulfonyl)phenyl](oxo)acetate), O1CCCC1 (tetrahydrofuran), [OH-].[Na+] (sodium hydroxide). The solvent is CO (methanol). Conditions: time 16 hour. Yields the product C1(CC1)S(=O)(=O)C1=CC=C(C=C1)CC(=O)OCC (Ethyl [4-(cyclopropylsulfonyl)phenyl]acetate). Yield: 71.7%. RXN SMILES: [CH:1]1([S:4]([C:7]2[CH:12]=[CH:11][C:10]([C:13](=O)[C:14]([O:16][CH2:17][CH3:18])=[O:15])=[CH:9][CH:8]=2)(=[O:6])=[O:5])[CH2:3][CH2:2]1.O1CCCC1.[OH-].[Na+].Cl>CO>[CH:1]1([S:4]([C:7]2[CH:12]=[CH:11][C:10]([CH2:13][C:14]([O:16][CH2:17][CH3:18])=[O:15])=[CH:9][CH:8]=2)(=[O:6])=[O:5])[CH2:2][CH2:3]1 |f:2.3|. Reported procedure: To a solution of ethyl [4-(cyclopropylsulfonyl)phenyl](oxo)acetate (20.1 g) in a mixed solvent of tetrahydrofuran (140 mL) and methanol (70 mL) was added 2M aqueous sodium hydroxide solution (70 mL), and the mixture was stirred at room temperature for 16 hr. The reaction mixture was acidified with 1M hydrochloric acid and extracted with ethyl acetate. The extract was washed with saturated brine, dried over anhydrous sodium sulfate, and concentrated under reduced pressure. The residue was cooled ... The reactants are CSC1=CC=C(C=C1)CCC(=O)O (3-(4-methylthiophenyl)propionic acid), COC=1C=CC(=CC1)P2(=S)SP(=S)(S2)C=3C=CC(=CC3)OC (Lawesson's reagent), C1CCC(CC1)N=C=NC2CCCCC2 (DCC), N1=CNC2=C1C=CC(=C2)C(=O)NN (benzimidazol-5-carbohydrazide). The product is CSC1=CC=C(CCC2=NN=C(S2)C2=CC3=C(NC=N3)C=C2)C=C1 (5-(5-(4-(Methylthio)phenethyl)-1,3,4-thiadiazol-2-yl)-1H-benzo[d]imidazole). RXN SMILES: [CH3:1][S:2][C:3]1[CH:8]=[CH:7][C:6]([CH2:9][CH2:10][C:11](O)=O)=[CH:5][CH:4]=1.C1CCC(N=C=NC2CCCCC2)CC1.[N:29]1[C:33]2[CH:34]=[CH:35][C:36]([C:38]([NH:40][NH2:41])=O)=[CH:37][C:32]=2[NH:31][CH:30]=1.COC1C=CC(P2(SP(C3C=CC(OC)=CC=3)(=S)S2)=[S:51])=CC=1>>[CH3:1][S:2][C:3]1[CH:8]=[CH:7][C:6]([CH2:9][CH2:10][C:11]2[S:51][C:38]([C:36]3[CH:35]=[CH:34][C:33]4[NH:29][CH:30]=[N:31][C:32]=4[CH:37]=3)=[N:40][N:41]=2)=[CH:5][CH:4]=1. Procedure: The compound was synthesized starting from 3-(4-methylthiophenyl)propionic acid (197 mg; 1 mmol), DCC (206 mg; 1 mmol), benzimidazol-5-carbohydrazide (176 mg; 1 mmol) and Lawesson's reagent (606 mg; 1.5 mmol) as described in method 2; yield: 0.029 mg (8.2%);